Dataset: the Open Reaction Database (ORD), a public repository of structured organic reaction records. Task: describe an organic reaction: reactants, conditions, products, and yield Reactants: S(=O)(=O)([O-])[O-].[Na+].[Na+] (Sodium sulfate), BrC=1C=C(C=C2CCNCC12)OC (8-bromo-6-methoxy-1,2,3,4-tetrahydroisoquinoline). Reagents/catalysts: [O-2].[O-2].[Mn+4] (manganese dioxide). The solvent is C1(=CC=CC=C1)C (toluene). Reaction conditions: temperature 140 celsius, time 24 hour. Yields the product BrC=1C=C(C=C2C=CN=CC12)OC (8-Bromo-6-methoxy-isoquinoline). Isolated yield 35.7%. Reaction SMILES: S([O-])([O-])(=O)=O.[Na+].[Na+].[Br:8][C:9]1[CH:10]=[C:11]([O:19][CH3:20])[CH:12]=[C:13]2[C:18]=1[CH2:17][NH:16][CH2:15][CH2:14]2>[O-2].[O-2].[Mn+4].C1(C)C=CC=CC=1>[Br:8][C:9]1[CH:10]=[C:11]([O:19][CH3:20])[CH:12]=[C:13]2[C:18]=1[CH:17]=[N:16][CH:15]=[CH:14]2 |f:0.1.2,4.5.6|. Procedure details: Sodium sulfate (2.8 g) and manganese dioxide (7.1 g; Ald) were added to a toluene (60 mL) solution of Intermediate 5 (1.99 g) and the resulting mixture was stirred at 140° C. for 24 hours. The reaction mixture was filtrated through celite followed by the addition of 2 N hydrochloric acid and the resulting mixture was washed with ether. The resulting mixture was neutralized with 5 N aqueous sodium hydroxide solution and then extracted with dichloromethane to give the title compound (698 mg). Run at time 30 minute. Reaction SMILES: [Br:1][C:2]1[CH:3]=[C:4]2[C:9](=[CH:10][C:11]=1[O:12][CH2:13][C:14]1[CH:15]=[C:16]([S:20]([CH3:28])(=[N:22]C(OCC)=O)=[O:21])[CH:17]=[CH:18][CH:19]=1)[N:8]=[CH:7][N:6]=[C:5]2[NH:29][CH2:30][CH2:31][OH:32].[O-]CC.[Na+]>C(O)C.[Cl-].[Na+].O>[Br:1][C:2]1[CH:3]=[C:4]2[C:9](=[CH:10][C:11]=1[O:12][CH2:13][C:14]1[CH:15]=[C:16]([S:20]([CH3:28])(=[NH:22])=[O:21])[CH:17]=[CH:18][CH:19]=1)[N:8]=[CH:7][N:6]=[C:5]2[NH:29][CH2:30][CH2:31][OH:32] |f:1.2,4.5.6|. Yield: 81.0%. Reactants: BrC=1C=C2C(=NC=NC2=CC1OCC=1C=C(C=CC1)S(=O)(=NC(=O)OCC)C)NCCO ((RS)-S-[3-({[6-bromo-4-(2-hydroxyethylamino)quinazolin-7-yl]oxy}methyl)phenyl]-N-(ethoxycarbonyl)-S-methylsulphoximide), [O-]CC.[Na+] (sodium ethoxide). The solvent is [Cl-].[Na+].O (brine), C(C)O (ethanol). Procedure details: According to GWP 6, (RS)-S-[3-({[6-bromo-4-(2-hydroxyethylamino)quinazolin-7-yl]oxy}methyl)phenyl]-N-(ethoxycarbonyl)-S-methylsulphoximide (67 mg, 0.13 mmol) is reacted with sodium ethoxide (29 mg, 0.46 mmol) in ethanol (3 mL). After cooling to room temperature, the reaction mixture is admixed with brine and stirred for 30 minutes and the resulting precipitate is filtered off with suction to leave the desired product in 81% yield (47 mg). Product: BrC=1C=C2C(=NC=NC2=CC1OCC=1C=C(C=CC1)S(=O)(=N)C)NCCO ((RS)-S-[3-({[6-Bromo-4-(2-hydroxyethylamino)quinazolin-7-yl]oxy}methyl)-phenyl]-S-methylsulphoximide). Starting materials: COC1=CC2=C(CC(N(CC2)CCCNC)=O)C=C1OC (N-[3-(7,8-dimethoxy-1,3,4,5-tetrahydro-2H-3-benzazepin-2-on-3-yl)-propyl]-methylamine), COC=1C=C(C=CC1OC)OCCCl (2-(3,4-dimethoxyphenyloxy)-ethyl chloride). Product: COC1=CC2=C(CC(N(CC2)CCCN(CCOC2=CC(=C(C=C2)OC)OC)C)=O)C=C1OC (N-[3-(7,8-Dimethoxy-1,3,4,5-tetrahydro-2H-3-benzazepin-2-on-3-yl)-propyl]-N-[2-(3,4-dimethoxyphenyloxy)-ethyl]-methylamine). RXN SMILES: [CH3:1][O:2][C:3]1[C:19]([O:20][CH3:21])=[CH:18][C:6]2[CH2:7][C:8](=[O:17])[N:9]([CH2:12][CH2:13][CH2:14][NH:15][CH3:16])[CH2:10][CH2:11][C:5]=2[CH:4]=1.[CH3:22][O:23][C:24]1[CH:25]=[C:26]([O:32][CH2:33][CH2:34]Cl)[CH:27]=[CH:28][C:29]=1[O:30][CH3:31]>>[CH3:1][O:2][C:3]1[C:19]([O:20][CH3:21])=[CH:18][C:6]2[CH2:7][C:8](=[O:17])[N:9]([CH2:12][CH2:13][CH2:14][N:15]([CH3:16])[CH2:34][CH2:33][O:32][C:26]3[CH:27]=[CH:28][C:29]([O:30][CH3:31])=[C:24]([O:23][CH3:22])[CH:25]=3)[CH2:10][CH2:11][C:5]=2[CH:4]=1. Procedure: The title compound is prepared from N-[3-(7,8-dimethoxy-1,3,4,5-tetrahydro-2H-3-benzazepin-2-on-3-yl)-propyl]-methylamine and 2-(3,4-dimethoxyphenyloxy)-ethyl chloride analogously to Example 3. The reactants are O=Cc1ccc(OCc2ccccc2)cc1O, CC(=O)O, O, O=[N+]([O-])O. Product: O=Cc1cc([N+](=O)[O-])c(OCc2ccccc2)cc1O. Reaction SMILES: [CH2:1]([c:2]1[cH:3][cH:4][cH:5][cH:6][cH:7]1)[O:8][c:9]1[cH:10][c:11]([OH:17])[c:12]([CH:13]=[O:14])[cH:15][cH:16]1.[CH3:23][C:24](=[O:25])[OH:26].[OH2:22].[OH:18][N+:19]([O-:20])=[O:21]>>[CH2:1]([c:2]1[cH:3][cH:4][cH:5][cH:6][cH:7]1)[O:8][c:9]1[cH:10][c:11]([OH:17])[c:12]([CH:13]=[O:14])[cH:15][c:16]1[N+:19](=[O:18])[O-:20]. The reactants are NCC(=O)[C@H]1[C@@](O[C@@H]([C@H]([C@@H]1O)O)CO)(N(C(CCCCCCCCCCC)=O)CCCCCCCCCCCCCC)N (N-(2-glycyl-amino-2-deoxy-β-D-glucopyranosyl)-N-tetradecyl-dodecanamide), C(=O)(OCC1=CC=CC=C1)NCC(=O)O (N-carbobenzoxy-glycine). The solvent is ClCCl (dichloromethane). The product is C(=O)(OCC1=CC=CC=C1)NCC(=O)NCC(=O)[C@H]1[C@@](O[C@@H]([C@H]([C@@H]1O)O)CO)(N(C(CCCCCCCCCCC)=O)CCCCCCCCCCCCCC)N (N-[2-(N-Carbobenzoxy-glycyl-glycyl)-amino-2-deoxy-β-D-glucopyranosyl]N-tetradecyl-dodecanamide). Yield: 47.0%. RXN SMILES: [NH2:1][CH2:2][C:3]([C@@H:5]1[C@@H:10]([OH:11])[C@H:9]([OH:12])[C@@H:8]([CH2:13][OH:14])[O:7][C@@:6]1([NH2:43])[N:15]([CH2:29][CH2:30][CH2:31][CH2:32][CH2:33][CH2:34][CH2:35][CH2:36][CH2:37][CH2:38][CH2:39][CH2:40][CH2:41][CH3:42])[C:16](=[O:28])[CH2:17][CH2:18][CH2:19][CH2:20][CH2:21][CH2:22][CH2:23][CH2:24][CH2:25][CH2:26][CH3:27])=[O:4].[C:44]([NH:54][CH2:55][C:56](O)=[O:57])([O:46][CH2:47][C:48]1[CH:53]=[CH:52][CH:51]=[CH:50][CH:49]=1)=[O:45]>ClCCl>[C:44]([NH:54][CH2:55][C:56]([NH:1][CH2:2][C:3]([C@@H:5]1[C@@H:10]([OH:11])[C@H:9]([OH:12])[C@@H:8]([CH2:13][OH:14])[O:7][C@@:6]1([NH2:43])[N:15]([CH2:29][CH2:30][CH2:31][CH2:32][CH2:33][CH2:34][CH2:35][CH2:36][CH2:37][CH2:38][CH2:39][CH2:40][CH2:41][CH3:42])[C:16](=[O:28])[CH2:17][CH2:18][CH2:19][CH2:20][CH2:21][CH2:22][CH2:23][CH2:24][CH2:25][CH2:26][CH3:27])=[O:4])=[O:57])([O:46][CH2:47][C:48]1[CH:53]=[CH:52][CH:51]=[CH:50][CH:49]=1)=[O:45]. Reported procedure: from N-(2-glycyl-amino-2-deoxy-β-D-glucopyranosyl)-N-tetradecyl-dodecanamide and N-carbobenzoxy-glycine. Yield 47%. [α]D =+18.7° (c=0.95, dichloromethane). m.p. 108-109°. Starting materials: Cl.N[C@H]1CC[C@H](CC1)NC(=O)C1=C(NC2=C1N=CN=C2C2=C(C=CC(=C2)C(F)(F)F)OCC2CC2)C (N-(cis-4-aminocyclohexyl)-4-[2-(cyclopropylmethoxy)-5-(trifluoromethyl)phenyl]-6-methyl-5H-pyrrolo[3,2-d]pyrimidine-7-carboxamide hydrochloride), C(CC)(=O)Cl (propionyl chloride). Yields the product C1(CC1)COC1=C(C=C(C=C1)C(F)(F)F)C=1C2=C(N=CN1)C(=C(N2)C)C(=O)N[C@@H]2CC[C@@H](CC2)NC(CC)=O (4-[2-(Cyclopropylmethoxy)-5-(trifluoromethyl)phenyl]-6-methyl-N-[cis-4-(propanoylamino)cyclohexyl]-5H-pyrrolo[3,2-d]pyrimidine-7-carboxamide). Reaction SMILES: Cl.[NH2:2][C@@H:3]1[CH2:8][CH2:7][C@H:6]([NH:9][C:10]([C:12]2[C:16]3[N:17]=[CH:18][N:19]=[C:20]([C:21]4[CH:26]=[C:25]([C:27]([F:30])([F:29])[F:28])[CH:24]=[CH:23][C:22]=4[O:31][CH2:32][CH:33]4[CH2:35][CH2:34]4)[C:15]=3[NH:14][C:13]=2[CH3:36])=[O:11])[CH2:5][CH2:4]1.[C:37](Cl)(=[O:40])[CH2:38][CH3:39]>>[CH:33]1([CH2:32][O:31][C:22]2[CH:23]=[CH:24][C:25]([C:27]([F:30])([F:29])[F:28])=[CH:26][C:21]=2[C:20]2[C:15]3[NH:14][C:13]([CH3:36])=[C:12]([C:10]([NH:9][C@H:6]4[CH2:7][CH2:8][C@@H:3]([NH:2][C:37](=[O:40])[CH2:38][CH3:39])[CH2:4][CH2:5]4)=[O:11])[C:16]=3[N:17]=[CH:18][N:19]=2)[CH2:34][CH2:35]1 |f:0.1|. Reported procedure: Starting from N-(cis-4-aminocyclohexyl)-4-[2-(cyclopropylmethoxy)-5-(trifluoromethyl)phenyl]-6-methyl-5H-pyrrolo[3,2-d]pyrimidine-7-carboxamide hydrochloride (example D.f33) and commercially available propionyl chloride the title compound is obtained as colorless solid.